Dataset: the Open Reaction Database (ORD), a public repository of structured organic reaction records. Task: describe an organic reaction: reactants, conditions, products, and yield Starting materials: 33, BrC1=C(C=CC(=C1)F)CN1C(=NC2=C1C=CC=C2)NC2CCN(CC2)CCNC(OCC)=O (ethyl [2-[4-[[1-[(2-bromo-4-fluorophenyl)methyl]-1H-benzimidazol-2-yl]amino]-1-piperidinyl ]ethyl]carbamate), Br (hydrobromic acid). Run in O (water). Reaction conditions: temperature 80 celsius, time 8 hour. The product is 22.5, Br.Br.Br.NCCN1CCC(CC1)NC1=NC2=C(N1CC1=C(C=C(C=C1)F)Br)C=CC=C2 (N-[1-(2-aminoethyl)-4-piperidinyl]-1-[(2-bromo-4-fluorophenyl)methyl]-1H-benzimidazol-2-amine trihydrobromide). The yield is 65.0%. RXN SMILES: [Br:1][C:2]1[CH:7]=[C:6]([F:8])[CH:5]=[CH:4][C:3]=1[CH2:9][N:10]1[C:14]2[CH:15]=[CH:16][CH:17]=[CH:18][C:13]=2[N:12]=[C:11]1[NH:19][CH:20]1[CH2:25][CH2:24][N:23]([CH2:26][CH2:27][NH:28]C(=O)OCC)[CH2:22][CH2:21]1.[BrH:34]>O>[BrH:1].[BrH:34].[BrH:1].[NH2:28][CH2:27][CH2:26][N:23]1[CH2:24][CH2:25][CH:20]([NH:19][C:11]2[N:10]([CH2:9][C:3]3[CH:4]=[CH:5][C:6]([F:8])=[CH:7][C:2]=3[Br:1])[C:14]3[CH:15]=[CH:16][CH:17]=[CH:18][C:13]=3[N:12]=2)[CH2:21][CH2:22]1 |f:3.4.5.6|. Procedure details: A mixture of 33 parts of ethyl [2-[4-[[1-[(2-bromo-4-fluorophenyl)methyl]-1H-benzimidazol-2-yl]amino]-1-piperidinyl ]ethyl]carbamate and 750 parts of a hydrobromic acid solution 48% in water was stirred overnight at 80° C. The reaction mixture was evaporated. The residue was crystallized from ethanol. The product was filtered off and dried, yielding 22.5 parts (65%) of N-[1-(2-aminoethyl)-4-piperidinyl]-1-[(2-bromo-4-fluorophenyl)methyl]-1H-benzimidazol-2-amine trihydrobromide.monohydrate; mp. 2... Starting materials: CC=1C=C(SC1)B(O)O (4-Methyl-2-thiophene boronic acid), N1(CCCC1)CC1N(CCC1)C(=O)C1=CC=C(C=C1)Br (4-(2-Pyrrolidin-1-ylmethyl-pyrrolidine-1-carbonyl)-phenyl bromide). The product is CC=1C=C(SC1)C1=CC=C(C=C1)C(=O)N1[C@@H](CCC1)CN1CCCC1 ([4-(4-Methyl-thiophen-2-yl)-phenyl]-((S)-2-pyrrolidin-1-ylmethyl-pyrrolidin-1-yl)-methanone). RXN SMILES: [CH3:1][C:2]1[CH:3]=[C:4](B(O)O)[S:5][CH:6]=1.[N:10]1([CH2:15][CH:16]2[CH2:20][CH2:19][CH2:18][N:17]2[C:21]([C:23]2[CH:28]=[CH:27][C:26](Br)=[CH:25][CH:24]=2)=[O:22])[CH2:14][CH2:13][CH2:12][CH2:11]1>>[CH3:1][C:2]1[CH:3]=[C:4]([C:26]2[CH:27]=[CH:28][C:23]([C:21]([N:17]3[CH2:18][CH2:19][CH2:20][C@H:16]3[CH2:15][N:10]3[CH2:11][CH2:12][CH2:13][CH2:14]3)=[O:22])=[CH:24][CH:25]=2)[S:5][CH:6]=1. Reported procedure: The title compound is prepared in a manner substantially analogous to Procedure Q starting from 4-Methyl-2-thiophene boronic acid and 4-(2-Pyrrolidin-1-ylmethyl-pyrrolidine-1-carbonyl)-phenyl bromide to give 70 mg (67%). MS (ES+) 355.2 Starting materials: C=C(C)C=CC[C@@H](C)[C@H]1CC[C@H]2[C@@H]3CCC4CCCC[C@]4(C)[C@H]3CC[C@]12C (cholestadiene), C(C)(=O)OCC (ethyl acetate), [H][H] (hydrogen). Reagents/catalysts: [Pt]=O (platinum oxide). Solvent: C(C)(=O)O (acetic acid). Product: C[C@H](CCCC(C)C)[C@H]1CCC2=C3CC[C@H]4C[C@H](CC[C@@]4([C@H]3CC[C@]12C)C)O (doristerol). Yield: 99.0%. RXN SMILES: [CH2:1]=[C:2]([CH:4]=[CH:5][CH2:6][C@H:7]([C@@H:9]1[C@:26]2([CH3:27])[C@H:12]([C@H:13]3[C@H:23]([CH2:24][CH2:25]2)[C@:21]2([CH3:22])[CH:16]([CH2:17][CH2:18][CH2:19][CH2:20]2)[CH2:15][CH2:14]3)[CH2:11][CH2:10]1)[CH3:8])[CH3:3].[H][H].C(OCC)(=[O:32])C>C(O)(=O)C.[Pt]=O>[CH3:8][C@@H:7]([C@@H:9]1[C@:26]2([CH3:27])[C:12](=[C:13]3[C@H:23]([CH2:24][CH2:25]2)[C@:21]2([CH3:22])[C@H:16]([CH2:17][C@@H:18]([OH:32])[CH2:19][CH2:20]2)[CH2:15][CH2:14]3)[CH2:11][CH2:10]1)[CH2:6][CH2:5][CH2:4][CH:2]([CH3:3])[CH3:1]. Procedure details: 50 g of cholestadiene (98%, Aldrich GmbH, Steinheim) are dissolved in 800 ml of dry ethyl acetate to which 30 ml of acetic acid have been added, 1.5 g of platinum oxide are added, and the mixture is transferred into an autoclave with a capacity of 2 l. The hydrogenation is carried out at 50° C. and a hydrogen pressure of 10 atm and is generally complete after 24 hours. When the reaction is complete, the catalyst is filtered off, the solvent is removed on a rotary evaporator, and the doristerol o... Run in O (water), O (water). Product: C1OC=2C=C(C=CC2O1)C (3,4-methylenedioxytoluene). Procedure details: Alternatively, a solution composed of 0.7 mol of the compound (V) obtained by the above process, 1.75 mols of sodium hydroxide, and a 2.8-fold amount by weight, based on (V), of water was added dropwise to a solution composed of a 1.6-fold amount by weight, based on (V), of water, 2.0 mols of dibromomethane, and 0.007 mol of tetra-n-butylammonium bromide over 5 hours under reflux condition. After completion of the dropwise addition, the mixture was maintained at the same temperature for 2 hours ... The reagents and catalysts are [Br-].C(CCC)[N+](CCCC)(CCCC)CCCC (tetra-n-butylammonium bromide). Reaction SMILES: [CH3:1][C:2]1[CH:3]=[C:4]([OH:9])[C:5](=[CH:7][CH:8]=1)[OH:6].Br[CH2:11]Br>[Br-].C([N+](CCCC)(CCCC)CCCC)CCC.O>[CH2:11]1[O:6][C:5]2[CH:7]=[CH:8][C:2]([CH3:1])=[CH:3][C:4]=2[O:9]1 |f:2.3|. Yield: 89.0%. Starting materials: CC=1C=C(C(O)=CC1)O (4-methylcatechol), BrCBr (dibromomethane), CC=1C=C(C(O)=CC1)O (4-methylcatechol). Starting materials: CNS(=O)(=O)c1ccc(OC)cc1, CS(C)=O, CC(=O)Nc1nc2ccc(-c3ccnc(Cl)n3)cc2s1, [H-], [Na+]. Product: COc1ccc(S(=O)(=O)N(C)c2nccc(-c3ccc4nc(NC(C)=O)sc4c3)n2)cc1. Reaction SMILES: [CH3:1][O:2][c:3]1[cH:4][cH:5][c:6]([S:9](=[O:10])(=[O:11])[NH:12][CH3:13])[cH:7][cH:8]1.[CH3:36][S:37]([CH3:38])=[O:39].[Cl:16][c:17]1[n:18][cH:19][cH:20][c:21](-[c:23]2[cH:24][c:25]3[c:26]([n:27][c:28]([NH:30][C:31]([CH3:32])=[O:33])[s:29]3)[cH:34][cH:35]2)[n:22]1.[H-:15].[Na+:14]>>[CH3:1][O:2][c:3]1[cH:4][cH:5][c:6]([S:9](=[O:10])(=[O:11])[N:12]([CH3:13])[c:17]2[n:18][cH:19][cH:20][c:21](-[c:23]3[cH:24][c:25]4[c:26]([n:27][c:28]([NH:30][C:31]([CH3:32])=[O:33])[s:29]4)[cH:34][cH:35]3)[n:22]2)[cH:7][cH:8]1. Starting materials: C([O-])(O)=O.[Na+] (sodium bicarbonate), ClC1=CC2=C(C3=C(CN=C2C2=C(C=CC=C2)Cl)C(NC3)=O)C=C1 (8-chloro-6-(2-chlorophenyl)-1,4-dihydropyrrolo[3,4-d][2]benzazepin-3(2H)-one), ice, ClC(C(=O)O)(Cl)Cl (trichloroacetic acid), C(C)(=O)[O-].C(C)(=O)[O-].C(C)(=O)[O-].C(C)(=O)[O-].[Pb+4] (lead tetraacetate). Solvent: C(Cl)Cl (methylene chloride). Conditions: time 4 hour. Yields the product ClC1=CC2=C(C3=C(CN=C2C2=C(C=CC=C2)Cl)C(NC3O)=O)C=C1 (8-chloro-6-(2-chlorophenyl)-1,4-dihydro-1-hydroxypyrrolo[3,4-d][2]benzazepin-3(2H)-one). RXN SMILES: [Cl:1][C:2]1[CH:23]=[CH:22][C:5]2[C:6]3[CH2:20][NH:19][C:18](=[O:21])[C:7]=3[CH2:8][N:9]=[C:10]([C:11]3[CH:16]=[CH:15][CH:14]=[CH:13][C:12]=3[Cl:17])[C:4]=2[CH:3]=1.ClC(Cl)(Cl)C(O)=[O:27].C([O-])(=O)C.C([O-])(=O)C.C([O-])(=O)C.C([O-])(=O)C.[Pb+4].C(=O)(O)[O-].[Na+]>C(Cl)Cl>[Cl:1][C:2]1[CH:23]=[CH:22][C:5]2[C:6]3[CH:20]([OH:27])[NH:19][C:18](=[O:21])[C:7]=3[CH2:8][N:9]=[C:10]([C:11]3[CH:16]=[CH:15][CH:14]=[CH:13][C:12]=3[Cl:17])[C:4]=2[CH:3]=1 |f:2.3.4.5.6,7.8|. Procedure details: In one portion, 0.35 g (1 mmol) of 8-chloro-6-(2-chlorophenyl)-1,4-dihydropyrrolo[3,4-d][2]benzazepin-3(2H)-one was added to an ice-cooled solution of 1.3 g (7.9 mmol) of trichloroacetic acid and 1.0 g (2.2 mmol) of lead tetraacetate in 15 ml of methylene chloride. After stirring for 4 hours, the mixture was neutralized with saturated aqueous sodium bicarbonate solution. The methylene chloride solution was washed with water, dried over anhydrous sodium sulfate and concentrated at reduced pressur...